From a dataset of the Open Reaction Database (ORD), a public repository of structured organic reaction records. describe an organic reaction: reactants, conditions, products, and yield Starting materials: Cl (HCl), CC(C)([O-])C.[K+] (potassium tert-butoxide), C(C)(C)(C)SN=NC=1C=C(C(=O)O)C=CC1C (3-(tert-butylthio)diazenyl-4-methylbenzoic acid). The solvent is ice water, CS(=O)C (DMSO), CS(=O)C (DMSO). Run at time 8 hour. Yields the product N1N=CC2=CC=C(C=C12)C(=O)O (1H-indazole-6-carboxylic acid). Isolated yield 98.3%. As a reaction SMILES: CC(C)([O-])C.[K+].C(S[N:12]=[N:13][C:14]1[CH:15]=[C:16]([CH:20]=[CH:21][C:22]=1[CH3:23])[C:17]([OH:19])=[O:18])(C)(C)C.Cl>CS(C)=O>[NH:13]1[C:14]2[C:22](=[CH:21][CH:20]=[C:16]([C:17]([OH:19])=[O:18])[CH:15]=2)[CH:23]=[N:12]1 |f:0.1|. Procedure details: To a stirred solution of potassium tert-butoxide (8.14 g, 72.7 mmol) in DMSO (30 mL) is added a solution of 3-(tert-butylthio)diazenyl-4-methylbenzoic acid (1.85 g, 7.34 mmol) in DMSO (20 mL). The mixture is stirred overnight at rt. The mixture is diluted with ice-water, acidified with 1N aqueous HCl to a pH of about 5 to about 6 and extracted with EtOAc (3×). The combined organic layers are washed sequentially with water and brine, dried over MgSO4 and concentrated in vacuo to afford 1.17 g (98... Starting materials: C[Mg]Cl, C1CCOC1, O=C1CCC(CO)CC1. Yields the product CC1(O)CCC(CO)CC1. Reaction SMILES: [CH3:10][Mg:11][Cl:12].[O:13]1[CH2:14][CH2:15][CH2:16][CH2:17]1.[OH:1][CH2:2][CH:3]1[CH2:4][CH2:5][C:6](=[O:9])[CH2:7][CH2:8]1>>[OH:1][CH2:2][CH:3]1[CH2:4][CH2:5][C:6]([OH:9])([CH3:10])[CH2:7][CH2:8]1. Starting materials: CN(C)c1ccncc1, CCN(C(C)C)C(C)C, Nc1ccc(Cl)cc1, ClC(Cl)Cl, ClCCl, CN(C)C=O, O=C(O)c1cccc2cc(O)ccc12, O=S(Cl)Cl. Yields the product O=C(Nc1ccc(Cl)cc1)c1cccc2cc(O)ccc12. Reaction SMILES: [CH3:45][N:46]([c:47]1[cH:48][cH:49][n:50][cH:51][cH:52]1)[CH3:53].[CH:15]([N:16]([CH2:17][CH3:18])[CH:19]([CH3:20])[CH3:21])([CH3:22])[CH3:23].[Cl:24][c:25]1[cH:26][cH:27][c:28]([NH2:31])[cH:29][cH:30]1.[Cl:32][CH:33]([Cl:34])[Cl:35].[Cl:54][CH2:55][Cl:56].[O:40]=[CH:41][N:42]([CH3:43])[CH3:44].[OH:1][c:2]1[cH:3][c:4]2[cH:5][cH:6][cH:7][c:8]([C:12](=[O:13])[OH:14])[c:9]2[cH:10][cH:11]1.[S:36]([Cl:37])([Cl:38])=[O:39]>>[OH:1][c:2]1[cH:3][c:4]2[cH:5][cH:6][cH:7][c:8]([C:12](=[O:14])[NH:31][c:28]3[cH:27][cH:26][c:25]([Cl:24])[cH:30][cH:29]3)[c:9]2[cH:10][cH:11]1. Reactants: P(=O)(Cl)(Cl)Cl (phosphorus oxychloride), ClC(C(=O)Cl)(Cl)Cl (trichloroacetyl chloride), C(=C)C1=C(C=CC(=C1)F)OCC1=CC=CC=C1 (benzyl 2-ethenyl-4-fluorophenyl ether). Reagents/catalysts: [Cu].[Zn] (Zinc-copper couple). Run in C(C)OCC (diethyl ether), C(C)OCC (diethyl ether). Reaction conditions: temperature 40 celsius, time 2 hour. The product is C(C1=CC=CC=C1)OC1=C(C=C(C=C1)F)C1C(C(C1)=O)(Cl)Cl (3-[2-(benzyloxy)-5-fluorophenyl]-2,2-dichlorocyclobutanone). RXN SMILES: [CH:1]([C:3]1[CH:8]=[C:7]([F:9])[CH:6]=[CH:5][C:4]=1[O:10][CH2:11][C:12]1[CH:17]=[CH:16][CH:15]=[CH:14][CH:13]=1)=[CH2:2].P(Cl)(Cl)(Cl)=O.[Cl:23][C:24]([Cl:29])(Cl)[C:25](Cl)=[O:26]>C(OCC)C.[Cu].[Zn]>[CH2:11]([O:10][C:4]1[CH:5]=[CH:6][C:7]([F:9])=[CH:8][C:3]=1[CH:1]1[CH2:2][C:25](=[O:26])[C:24]1([Cl:29])[Cl:23])[C:12]1[CH:13]=[CH:14][CH:15]=[CH:16][CH:17]=1 |f:4.5|. Reported procedure: Zinc-copper couple (1.71 g, 13.1 mmol) was added to a solution of benzyl 2-ethenyl-4-fluorophenyl ether (C17) (1.0 g, 4.38 mmol) in diethyl ether (15 mL). To this mixture was added drop-wise a mixture of phosphorus oxychloride (446 μL, 4.82 mmol) and trichloroacetyl chloride (978 μL, 8.76 mmol) in diethyl ether (5 mL). The mixture was stirred at 40° C. for 2 hours, cooled to room temperature and stirred for an additional 18 hours. The solution was filtered through Celite, and the filtrate was wa... Reactants: [BH4-], CO, Cc1nc2c(CN3CCOCC3)cc(Cl)nn2c1C(=O)c1ccc(Cl)cc1F, [Na+]. Yields the product Cc1nc2c(CN3CCOCC3)cc(Cl)nn2c1C(O)c1ccc(Cl)cc1F. Reaction SMILES: [BH4-:29].[CH3:31][OH:32].[Cl:1][c:2]1[cH:3][c:4]([F:28])[c:5]([C:8](=[O:9])[c:10]2[c:11]([CH3:27])[n:12][c:13]3[n:14]2[n:15][c:16]([Cl:26])[cH:17][c:18]3[CH2:19][N:20]2[CH2:21][CH2:22][O:23][CH2:24][CH2:25]2)[cH:6][cH:7]1.[Na+:30]>>[Cl:1][c:2]1[cH:3][c:4]([F:28])[c:5]([CH:8]([OH:9])[c:10]2[c:11]([CH3:27])[n:12][c:13]3[n:14]2[n:15][c:16]([Cl:26])[cH:17][c:18]3[CH2:19][N:20]2[CH2:21][CH2:22][O:23][CH2:24][CH2:25]2)[cH:6][cH:7]1. Starting materials: CC(C)(C)C1=NC(=NC(=C1OCOCCOC)C(C)(C)C)C=O (4,6-Bis-(1,1-dimethylethyl)-5-[(2-methoxyethoxy)methoxy]-2-pyrimidine carboxaldehyde), NCCC(=O)O (β-alanine), COC=1C=CC(=CC1OC2CCCC2)/C=C\3/C(=O)NC(=N)S3 (pseudothiohydantoin). Yields the product CC(C)(C)C1=NC(=NC(=C1O)C(C)(C)C)C=C1C(NC(S1)=N)=O (5-[[4,6-bis-(1,1-dimethylethyl]-5-hydroxy pyrimidinyl]methylene]-2-imino-4-thiazolidinone). Yield: 11.2%. As a reaction SMILES: [CH3:1][C:2]([C:5]1[C:10]([O:11]COCCOC)=[C:9]([C:18]([CH3:21])([CH3:20])[CH3:19])[N:8]=[C:7]([CH:22]=O)[N:6]=1)([CH3:4])[CH3:3].NCCC(O)=O.COC1C=CC(/C=[C:45]2/[C:46]([NH:48][C:49]([S:51]/2)=[NH:50])=[O:47])=CC=1OC1CCCC1>>[CH3:1][C:2]([C:5]1[C:10]([OH:11])=[C:9]([C:18]([CH3:21])([CH3:20])[CH3:19])[N:8]=[C:7]([CH:22]=[C:45]2[S:51][C:49](=[NH:50])[NH:48][C:46]2=[O:47])[N:6]=1)([CH3:3])[CH3:4]. Procedure: 4,6-Bis-(1,1-dimethylethyl)-5-[(2-methoxyethoxy)methoxy]-2-pyrimidine carboxaldehyde (0.5 g, 1.5 mmoles) is treated with β-alanine (0.27 g, 3.1 mmoles) and pseudothiohydantoin (0.21 g, 1.8 mmoles) according to the procedure of Example 6 to give 0.056 g (11%) of 5-[[4,6-bis-(1,1-dimethylethyl]-5-hydroxy pyrimidinyl]methylene]-2-imino-4-thiazolidinone. MP=278°-281° C. dec. Reactants: C(C(C)C)N([C@@H](CCCCN)C(=O)O)S(=O)(=O)C1=CC=C(C=C1)C (Nα-isobutyl-Nα-(4-methylbenzenesulfonyl)-L-lysine), [N+](=O)([O-])C1=CC=C(C=C1)S(=O)(=O)N[C@@H](CC1=CNC2=CC=CC=C12)C(=O)O (Nα-(4-nitrobenzenesulfonyl)-L-tryptophan). The product is CC1=CC=C(C=C1)S(=O)(=O)N(CC(C)C)[C@@H](CCCCNC(=O)[C@H](CC2=CNC3=CC=CC=C32)NS(=O)(=O)C4=CC=C(C=C4)[N+](=O)[O-])C(=O)O (Nα-isobutyl-Nα-(4-methylbenzenesulfonyl)-Nε-[N′α-(4-nitrobenzenesulfonyl)-L-tryptophanyl]-L-lysine), pure adduct. Isolated yield 36.0%. RXN SMILES: [CH2:1]([N:5]([S:15]([C:18]1[CH:23]=[CH:22][C:21]([CH3:24])=[CH:20][CH:19]=1)(=[O:17])=[O:16])[C@H:6]([C:12]([OH:14])=[O:13])[CH2:7][CH2:8][CH2:9][CH2:10][NH2:11])[CH:2]([CH3:4])[CH3:3].[N+:25]([C:28]1[CH:33]=[CH:32][C:31]([S:34]([NH:37][C@H:38]([C:49](O)=[O:50])[CH2:39][C:40]2[C:48]3[C:43](=[CH:44][CH:45]=[CH:46][CH:47]=3)[NH:42][CH:41]=2)(=[O:36])=[O:35])=[CH:30][CH:29]=1)([O-:27])=[O:26]>>[CH3:24][C:21]1[CH:22]=[CH:23][C:18]([S:15]([N:5]([C@H:6]([C:12]([OH:14])=[O:13])[CH2:7][CH2:8][CH2:9][CH2:10][NH:11][C:49]([C@@H:38]([NH:37][S:34]([C:31]2[CH:32]=[CH:33][C:28]([N+:25]([O-:27])=[O:26])=[CH:29][CH:30]=2)(=[O:35])=[O:36])[CH2:39][C:40]2[C:48]3[C:43](=[CH:44][CH:45]=[CH:46][CH:47]=3)[NH:42][CH:41]=2)=[O:50])[CH2:1][CH:2]([CH3:3])[CH3:4])(=[O:17])=[O:16])=[CH:19][CH:20]=1. Procedure details: The title compound was prepared from Nα-isobutyl-Nα-(4-methylbenzenesulfonyl)-L-lysine (100 mg, 0.29 mmol, example 1, step E) as described in general procedure Bc using Nα-(4-nitrobenzenesulfonyl)-L-tryptophan (120 mg, 0.3 mmol) which was prepared in step A of example 5. The final product was purified by HPLC to give 66 mg (36%) of pure adduct. Reactants: S(=O)(Cl)Cl (thionyl chloride), FC1=C(C(=O)O)C=C(C=C1)[N+](=O)[O-] (2-fluoro-5-nitrobenzoic acid), C(C)O (ethanol). Reaction conditions: temperature 80 celsius, time 4 hour. Yields the product FC1=C(C(=O)OCC)C=C(C=C1)[N+](=O)[O-] (ethyl 2-fluoro-5-nitrobenzoate). Reaction SMILES: S(Cl)(Cl)=O.[F:5][C:6]1[CH:14]=[CH:13][C:12]([N+:15]([O-:17])=[O:16])=[CH:11][C:7]=1[C:8]([OH:10])=[O:9].[CH2:18](O)[CH3:19]>>[F:5][C:6]1[CH:14]=[CH:13][C:12]([N+:15]([O-:17])=[O:16])=[CH:11][C:7]=1[C:8]([O:10][CH2:18][CH3:19])=[O:9]. Reported procedure: Under ice-cooling, thionyl chloride (8.02 mL) was added dropwise to ethanol (200 mL), and 2-fluoro-5-nitrobenzoic acid (13.81 g) was added. This mixture was stirred at 80° C. for 4 hrs. and concentrated under reduced pressure. A saturated aqueous sodium hydrogen carbonate solution was added to the reaction mixture and the mixture was extracted with ethyl acetate. The extract washed with saturated brine and dried over anhydrous magnesium sulfate. The solvent was evaporated under reduced pressure ... Starting materials: N1=CC=CC=C1 (pyridine), ClC(=O)OCC (ethyl chloroformate), CC1=C(C(N)=NO)C=CC(=C1)C (2,4-dimethyl benzamidoxime). Yields the product ClC1=NC(=NO1)C1=C(C=C(C=C1)C)C (5-chloro 3-(2,4-dimethylphenyl) 1,2,4-oxadiazole). The solvent is C1(=CC=CC=C1)C (toluene). Procedure details: Under an inert atmosphere, 10.5 g of 2,4-dimethyl benzamidoxime are dissolved in 40 ml of anhydrous toluene; 6.5 ml of pyridine and 7.6 g of ethyl chloroformate are added. Reaction SMILES: [CH3:1][C:2]1[CH:11]=[C:10]([CH3:12])[CH:9]=[CH:8][C:3]=1[C:4](=[N:6][OH:7])[NH2:5].N1C=CC=CC=1.[Cl:19][C:20](OCC)=O>C1(C)C=CC=CC=1>[Cl:19][C:20]1[O:7][N:6]=[C:4]([C:3]2[CH:8]=[CH:9][C:10]([CH3:12])=[CH:11][C:2]=2[CH3:1])[N:5]=1. As a reaction SMILES: [Br:1][c:2]1[cH:3][cH:4][c:5]([C:7](=[O:8])[OH:9])[o:6]1.[CH2:10]([CH2:11][CH2:12][CH2:13][CH2:14][CH2:15][CH2:16][CH2:17][CH:18]=[CH:19][CH2:20][CH:21]=[CH:22][CH2:23][CH:24]=[CH2:25])[OH:26].[CH3:27][C:28]([CH3:29])([O-:30])[CH3:31].[CH3:33][C:34]([OH:35])([CH3:36])[CH3:37].[CH3:38][c:39]1[cH:40][cH:41][cH:42][cH:43][cH:44]1.[K+:32]>>[c:2]1([O:26][CH2:10][CH2:11][CH2:12][CH2:13][CH2:14][CH2:15][CH2:16][CH2:17][CH:18]=[CH:19][CH2:20][CH:21]=[CH:22][CH2:23][CH:24]=[CH2:25])[cH:3][cH:4][c:5]([C:7](=[O:8])[OH:9])[o:6]1. The reactants are O=C(O)c1ccc(Br)o1, C=CCC=CCC=CCCCCCCCCO, CC(C)(C)[O-], CC(C)(C)O, Cc1ccccc1, [K+]. The product is C=CCC=CCC=CCCCCCCCCOc1ccc(C(=O)O)o1.